Dataset: the Open Reaction Database (ORD), a public repository of structured organic reaction records. Task: describe an organic reaction: reactants, conditions, products, and yield The reactants are C1(=CC=CC=C1)C=1N=CNC1 (4-phenyl-1H-imidazole), IN1C(CCC1=O)=O (N-iodosuccinimide). Solvent: C(Cl)Cl (CH2Cl2). Run at time 2 hour. Yields the product IC1=C(N=CN1)C1=CC=CC=C1 (5-iodo-4-phenyl-1H-imidazole). RXN SMILES: [C:1]1([C:7]2[N:8]=[CH:9][NH:10][CH:11]=2)[CH:6]=[CH:5][CH:4]=[CH:3][CH:2]=1.[I:12]N1C(=O)CCC1=O>C(Cl)Cl>[I:12][C:11]1[NH:10][CH:9]=[N:8][C:7]=1[C:1]1[CH:2]=[CH:3][CH:4]=[CH:5][CH:6]=1. Reported procedure: To a solution of 4-phenyl-1H-imidazole (4.75 g, 33 mmoles) in CH2Cl2 (250 mL) is added N-iodosuccinimide (6.75 g, 30 mmoles). After 2 hours at room temperature, CH2Cl2 is removed under reduced pressure. The residual solid is triturated in hot ACN (150 mL), cooled down to room temperature and filtered. The white-off solid is triturated in hot ACN (60 mL), cooled down to room temperature and stirred overnight at room temperature. After a filtration, 5-iodo-4-phenyl-1H-imidazole is obtained. Starting materials: BrC=1C=CC2=C(CCO[C@H]2CCO)C1 (2-((1S)-6-Bromo-3,4-dihydro-1H-2-benzopyran-1-yl)ethanol), N1N=CC=C1 (pyrazole), C([O-])([O-])=O.[K+].[K+] (potassium carbonate). The reagents and catalysts are [Cu]I (copper(I) iodide). The solvent is CN(C)C=O (DMF). Conditions: temperature 150 celsius. The product is N1(N=CC=C1)C=1C=CC2=C(CCO[C@H]2CCO)C1 (2-[(1S)-6-(1H-Pyrazol-1-yl)-3,4-dihydro-1H-2-benzopyran-1-yl]ethanol). As a reaction SMILES: Br[C:2]1[CH:3]=[CH:4][C:5]2[C@H:10]([CH2:11][CH2:12][OH:13])[O:9][CH2:8][CH2:7][C:6]=2[CH:14]=1.[NH:15]1[CH:19]=[CH:18][CH:17]=[N:16]1.C(=O)([O-])[O-].[K+].[K+]>CN(C=O)C.[Cu]I>[N:15]1([C:2]2[CH:3]=[CH:4][C:5]3[C@H:10]([CH2:11][CH2:12][OH:13])[O:9][CH2:8][CH2:7][C:6]=3[CH:14]=2)[CH:19]=[CH:18][CH:17]=[N:16]1 |f:2.3.4|. Reported procedure: 2-((1S)-6-Bromo-3,4-dihydro-1H-2-benzopyran-1-yl)ethanol (0.54 g, 2.1 mmol), pyrazole (0.29 g, 4.3 mmol), copper(I) iodide (0.062 g, 0.33 mmol) and potassium carbonate (0.30 g, 2.2 mmol) were stirred in dry DMF (3 mL) under nitrogen and heated at 150° C. for 18 h. The reaction mixture was cooled and extracted from water into dichloromethane. The combined organic extracts were dried (MgSO4), filtered and evaporated in vacuo. The crude product was used in the next step without further purification... Starting materials: C=1(O)C(O)=CC=CC1 (pyrocatechol), ice water, [OH-].[Na+] (NaOH), C(=C)OC (vinylmethyl ether), Cl (hydrochloric acid). Solvent: C1(=CC=CC=C1)C (toluene). Conditions: time 30 minute. Product: COC(C)OC1=C(C=CC=C1)O (o-(1-methoxyethoxy)-phenol). RXN SMILES: [C:1]1([C:3](=[CH:5][CH:6]=[CH:7][CH:8]=1)[OH:4])[OH:2].[CH:9]([O:11][CH3:12])=[CH2:10].Cl.[OH-].[Na+]>C1(C)C=CC=CC=1>[CH3:12][O:11][CH:9]([O:2][C:1]1[CH:8]=[CH:7][CH:6]=[CH:5][C:3]=1[OH:4])[CH3:10] |f:3.4|. Reported procedure: 110 parts by weight of pyrocatechol is suspended in 100 parts by weight of toluene. At +5° C., 64 parts by weight of vinylmethyl ether at -40° C. is introduced all at once into the suspension and a drop of concentrated hydrochloric acid is then added. The mixture is heated, with stirring, to about +20° C., whereupon the reaction is initiated and the temperature in the flask rises to about 65° C. If necessary, ice water may be used for external cooling. The mixture is kept for 30 minutes at 65° C... The reactants are O=Cc1sccc1Br, OCCO. Yields the product Brc1ccsc1C1OCCO1. As a reaction SMILES: [Br:1][c:2]1[c:3]([CH:7]=[O:8])[s:4][cH:5][cH:6]1.[OH:9][CH2:10][CH2:11][OH:12]>>[Br:1][c:2]1[c:3]([CH:7]2[O:8][CH2:11][CH2:10][O:9]2)[s:4][cH:5][cH:6]1. Starting materials: COC(C(CN1CCC(CC1)O)N(C(=O)OC(C)(C)C)C(=O)OC(C)(C)C)=O (2-(di-tert-butoxycarbonylamino)-3-(4-hydroxy-piperidin-1-yl)-propionic acid methyl ester), O.[OH-].[Li+] (lithium hydroxide monohydrate), N1CCC(CC1)N1CCCCC1 (4-piperidyl-piperidine), [PH2](=O)Cl (phoshinic chloride), Cl (hydrochloric acid). The solvent is CO (methanol), O (water), C(C)N(CC)CC (triethylamine). Conditions: temperature 0 celsius, time 6 hour. Yields the product N1(CCCCC1)C1CCN(CC1)C(C(CN1CCC(CC1)O)N(C(=O)OC(C)(C)C)C(=O)OC(C)(C)C)=O ((±)-1-[1,4′]Bipiperidinyl-1′-yl-2-(di-tert-butoxycarbonylamino)-3-(4-hydroxy-piperidin-1-yl)-propan-1-one). As a reaction SMILES: CO[C:3](=[O:28])[CH:4]([N:13]([C:21]([O:23][C:24]([CH3:27])([CH3:26])[CH3:25])=[O:22])[C:14]([O:16][C:17]([CH3:20])([CH3:19])[CH3:18])=[O:15])[CH2:5][N:6]1[CH2:11][CH2:10][CH:9]([OH:12])[CH2:8][CH2:7]1.O.[OH-].[Li+].Cl.[NH:33]1[CH2:38][CH2:37][CH:36]([N:39]2[CH2:44][CH2:43][CH2:42][CH2:41][CH2:40]2)[CH2:35][CH2:34]1.[PH2](Cl)=O>CO.O.C(N(CC)CC)C>[N:39]1([CH:36]2[CH2:37][CH2:38][N:33]([C:3](=[O:28])[CH:4]([N:13]([C:21]([O:23][C:24]([CH3:25])([CH3:27])[CH3:26])=[O:22])[C:14]([O:16][C:17]([CH3:19])([CH3:20])[CH3:18])=[O:15])[CH2:5][N:6]3[CH2:7][CH2:8][CH:9]([OH:12])[CH2:10][CH2:11]3)[CH2:34][CH2:35]2)[CH2:44][CH2:43][CH2:42][CH2:41][CH2:40]1 |f:1.2.3|. Reported procedure: To a solution of 2-(di-tert-butoxycarbonylamino)-3-(4-hydroxy-piperidin-1-yl)-propionic acid methyl ester (1.0 g, 2.5 mmol) in methanol (6 mL) was added a solution of lithium hydroxide monohydrate (400 mg, 3.9 equiv) in water (1 mL). The reaction was stirred 6 h, cooled to 0° C., neutralized with concentrated hydrochloric acid, and concentrated. The crude acid was used without purification. The crude acid was suspended in methylene chloride (25 mL), treated with a few drops of methanol to aid in... The reactants are CCOC(=O)Cc1ccc(S(=O)(=O)CC(C)=O)cc1, C1CCOC1, CC(C)[N-]C(C)C, ICC1CCCC1, [Li+]. The product is CCOC(=O)C(CC1CCCC1)c1ccc(S(=O)(=O)CC(C)=O)cc1. RXN SMILES: [CH2:1]([CH3:2])[O:3][C:4]([CH2:5][c:6]1[cH:7][cH:8][c:9]([S:12](=[O:13])(=[O:14])[CH2:15][C:16]([CH3:17])=[O:18])[cH:10][cH:11]1)=[O:19].[CH2:35]1[O:36][CH2:37][CH2:38][CH2:39]1.[CH3:21][CH:22]([N-:23][CH:24]([CH3:25])[CH3:26])[CH3:27].[CH:28]1([CH2:33][I:34])[CH2:29][CH2:30][CH2:31][CH2:32]1.[Li+:20]>>[CH2:1]([CH3:2])[O:3][C:4]([CH:5]([c:6]1[cH:7][cH:8][c:9]([S:12](=[O:13])(=[O:14])[CH2:15][C:16]([CH3:17])=[O:18])[cH:10][cH:11]1)[CH2:33][CH:28]1[CH2:29][CH2:30][CH2:31][CH2:32]1)=[O:19].